describe an organic reaction: reactants, conditions, products, and yield From a dataset of the Open Reaction Database (ORD), a public repository of structured organic reaction records. Starting materials: C(C=C)[C@]1(C(N([C@@H]([C@H](C1)C1=CC(=CC=C1)Cl)C1=CC=C(C=C1)Cl)[C@H](CO[Si](C1=CC=CC=C1)(C1=CC=CC=C1)C(C)(C)C)CC)=O)CCOCC1=CC=C(C=C1)OC ((3R,5R,6S)-3-allyl-1-((S)-1-((tert-butyldiphenylsilyl)oxy)butan-2-yl)-5-(3-chlorophenyl)-6-(4-chlorophenyl)-3-(2-((4-methoxybenzyl)oxy)ethyl)piperidin-2-one), C(C=C)[C@@]1(C(N([C@@H]([C@H](C1)C1=CC(=CC=C1)Cl)C1=CC=C(C=C1)Cl)[C@H](CO[Si](C1=CC=CC=C1)(C1=CC=CC=C1)C(C)(C)C)CC)=O)CCOCC1=CC=C(C=C1)OC ((3S,5R,6S)-3-allyl-1-((S)-1-((tert-butyldiphenylsilyl)oxy)butan-2-yl)-5-(3-chlorophenyl)-6-(4-chlorophenyl)-3-(2-((4-methoxybenzyl)oxy)ethyl)piperidin-2-one), CCCC[N+](CCCC)(CCCC)CCCC.[F-] (TBAF). Run in C1CCOC1 (THF). The product is C(C=C)[C@]1(C(N([C@@H]([C@H](C1)C1=CC(=CC=C1)Cl)C1=CC=C(C=C1)Cl)[C@H](CO)CC)=O)CCOCC1=CC=C(C=C1)OC ((3R,5R,6S)-3-Allyl-5-(3-chlorophenyl)-6-(4-chlorophenyl)-1-((S)-1-hydroxybutan-2-yl)-3-(2-((4-methoxybenzyl)oxy)ethyl)piperidin-2-one), C3. RXN SMILES: [CH2:1]([C@:4]1([CH2:47][CH2:48][O:49][CH2:50][C:51]2[CH:56]=[CH:55][C:54]([O:57][CH3:58])=[CH:53][CH:52]=2)[CH2:9][C@H:8]([C:10]2[CH:15]=[CH:14][CH:13]=[C:12]([Cl:16])[CH:11]=2)[C@@H:7]([C:17]2[CH:22]=[CH:21][C:20]([Cl:23])=[CH:19][CH:18]=2)[N:6]([C@@H:24]([CH2:44][CH3:45])[CH2:25][O:26][Si](C(C)(C)C)(C2C=CC=CC=2)C2C=CC=CC=2)[C:5]1=[O:46])[CH:2]=[CH2:3].C([C@@]1(CCOCC2C=CC(OC)=CC=2)C[C@H](C2C=CC=C(Cl)C=2)[C@@H](C2C=CC(Cl)=CC=2)N([C@@H](CC)CO[Si](C(C)(C)C)(C2C=CC=CC=2)C2C=CC=CC=2)C1=O)C=C.CCCC[N+](CCCC)(CCCC)CCCC.[F-]>C1COCC1>[CH2:1]([C@:4]1([CH2:47][CH2:48][O:49][CH2:50][C:51]2[CH:56]=[CH:55][C:54]([O:57][CH3:58])=[CH:53][CH:52]=2)[CH2:9][C@H:8]([C:10]2[CH:15]=[CH:14][CH:13]=[C:12]([Cl:16])[CH:11]=2)[C@@H:7]([C:17]2[CH:22]=[CH:21][C:20]([Cl:23])=[CH:19][CH:18]=2)[N:6]([C@@H:24]([CH2:44][CH3:45])[CH2:25][OH:26])[C:5]1=[O:46])[CH:2]=[CH2:3] |f:2.3|. Procedure: To a solution of a mixture of (3R,5R,6S)-3-allyl-1-((S)-1-((tert-butyldiphenylsilyl)oxy)butan-2-yl)-5-(3-chlorophenyl)-6-(4-chlorophenyl)-3-(2-((4-methoxybenzyl)oxy)ethyl)piperidin-2-one and (3S,5R,6S)-3-allyl-1-((S)-1-((tert-butyldiphenylsilyl)oxy)butan-2-yl)-5-(3-chlorophenyl)-6-(4-chlorophenyl)-3-(2-((4-methoxybenzyl)oxy)ethyl)piperidin-2-one (19.23 g, 23.03 mmol; Example 408, Step A) in THF (92 ml) at rt was slowly added a solution of TBAF (1.0M in THF, 34.5 ml, 34.5 mmol). The reaction was ... The reactants are C(CN)CNCCCN (3,3'-diaminodipropylamine), C(=O)C1=NC=CC=C1 (2-formylpyridine), N1C=NC(=C1)C=O (imidazole-4-carboxaldehyde). Solvent: C(C)O (ethanol). The product is N1=C(C=CC=C1)CNCCCNCCCNCC=1N=CNC1 (1-(2-PYRIDYL)-11-(4-IMIDAZOLYL)-2,6,10-TRIAZAUNDECANE). RXN SMILES: [CH2:1]([CH2:4][NH:5][CH2:6][CH2:7][CH2:8][NH2:9])[CH2:2][NH2:3].[CH:10]([C:12]1[CH:17]=[CH:16][CH:15]=[CH:14][N:13]=1)=O.[NH:18]1[CH:22]=[C:21]([CH:23]=O)[N:20]=[CH:19]1>C(O)C>[N:13]1[CH:14]=[CH:15][CH:16]=[CH:17][C:12]=1[CH2:10][NH:3][CH2:2][CH2:1][CH2:4][NH:5][CH2:6][CH2:7][CH2:8][NH:9][CH2:23][C:21]1[N:20]=[CH:19][NH:18][CH:22]=1. Procedure details: This compound was synthesized as described in Example 4 by using 3,3'-diaminodipropylamine (4) (0.655 g, 0.005 mol) in dry ethanol and the two aldehydes pyridine-2-carboxaldehyde (2) (0.535 g, 0.005 mol) and imidazole-4-carboxaldehyde (34) (0.48 g, 0.005 mol) in that order. After catalytic hydrogenation and purification by silica gel column chromatography, the pure free base (36) was obtained (0.79 g). The product was transformed into the hydrochloride salt as described in Ex: 4 Reactants: C(C1=CC=CC=C1)OC(=O)N1CCC(CC1)CNC1=CC(=NC=C1)C(=O)O (4-[(1-benzyloxycarbonyl-piperidin-4-ylmethyl)-amino]-pyridine-2-carboxylic acid), B.O1CCCC1 (borane tetrahydrofuran). The solvent is C1CCOC1 (THF). Conditions: time 1 hour. Yields the product C(C1=CC=CC=C1)OC(=O)N1CCC(CC1)CNC1=CC(=NC=C1)CO (4-[(2-hydroxymethyl-pyridin-4-ylamino)-methyl]-piperidine-1-carboxylic acid benzyl ester). RXN SMILES: [CH2:1]([O:8][C:9]([N:11]1[CH2:16][CH2:15][CH:14]([CH2:17][NH:18][C:19]2[CH:24]=[CH:23][N:22]=[C:21]([C:25](O)=[O:26])[CH:20]=2)[CH2:13][CH2:12]1)=[O:10])[C:2]1[CH:7]=[CH:6][CH:5]=[CH:4][CH:3]=1.B.O1CCCC1>C1COCC1>[CH2:1]([O:8][C:9]([N:11]1[CH2:12][CH2:13][CH:14]([CH2:17][NH:18][C:19]2[CH:24]=[CH:23][N:22]=[C:21]([CH2:25][OH:26])[CH:20]=2)[CH2:15][CH2:16]1)=[O:10])[C:2]1[CH:7]=[CH:6][CH:5]=[CH:4][CH:3]=1 |f:1.2|. Reported procedure: To a 0° C. solution of 4-[(1-benzyloxycarbonyl-piperidin-4-ylmethyl)-amino]-pyridine-2-carboxylic acid (0.59 gm, 0.0016 mol) in THF (2 mL) under nitrogen was added a solution of 1.0M borane-tetrahydrofuran (6 mL) and the mixture allowed to stir at room temperature for 1 h. The reaction was cooled to 0° C., quenched with 1N HCl (10 mL), concentrated and diluted with 10% aqueous sodium bicarbonate. Extraction with dichloromethane (2×50 mL)and concentration of the organic layer gave 540 mg of crude...